From a dataset of the Open Reaction Database (ORD), a public repository of structured organic reaction records. describe an organic reaction: reactants, conditions, products, and yield Reactants: N1CC(OCC1)CN1C2=C(C=CC3=C1C=CC=C3)C=CC=C2 (5-(2-morpholinylmethyl)-5H-dibenz[b,f]azepine), CC(=CCBr)C (3,3-dimethylallyl bromide), O (water), [H-].[Na+] (sodium hydride). Solvent: CN(C=O)C (dimethylformamide), CN(C=O)C (dimethylformamide), CN(C=O)C (dimethylformamide). Reaction conditions: time 30 minute. Yields the product CC(=CCN1CC(OCC1)CN1C2=C(C=CC3=C1C=CC=C3)C=CC=C2)C (5-{4-(3,3-dimethylallyl)-2-morpholinylmethyl}-5H-dibenz[b,f]azepine). Reaction SMILES: [H-].[Na+].[NH:3]1[CH2:8][CH2:7][O:6][CH:5]([CH2:9][N:10]2[C:16]3[CH:17]=[CH:18][CH:19]=[CH:20][C:15]=3[CH:14]=[CH:13][C:12]3[CH:21]=[CH:22][CH:23]=[CH:24][C:11]2=3)[CH2:4]1.[CH3:25][C:26]([CH3:30])=[CH:27][CH2:28]Br.O>CN(C)C=O>[CH3:25][C:26]([CH3:30])=[CH:27][CH2:28][N:3]1[CH2:8][CH2:7][O:6][CH:5]([CH2:9][N:10]2[C:11]3[CH:24]=[CH:23][CH:22]=[CH:21][C:12]=3[CH:13]=[CH:14][C:15]3[CH:20]=[CH:19][CH:18]=[CH:17][C:16]2=3)[CH2:4]1 |f:0.1|. Procedure details: To a suspension of sodium hydride (0.05 g) in dimethylformamide was added a solution of 5-(2-morpholinylmethyl)-5H-dibenz[b,f]azepine (0.2 g) in dimethylformamide under ice cooling, and the resulting mixture was stirred at room temperature for 30 minutes. To the mixture was added a solution of 3,3-dimethylallyl bromide (0.12 g) in dimethylformamide, and the reaction mixture was stirred at room temperature for 3 hours, cooled, admixed with water and extracted with benzene. The benzene extract was... Reactants: ClC=1C=C(C=CC1)C(CNC(CC1=CC2=C(OC(O2)(C(=O)O)C(=O)O)C=C1)C)O (5-{2-[2-(3-chloro-phenyl)-2-hydroxy-ethylamino]-propyl}-benzo[1,3]dioxole-2,2-dicarboxylic acid), C1(CCCCCCC1)O (cyclooctanol). The solvent is C(Cl)(Cl)Cl.CO (CHCl3 MeOH). Product: C1(CCCCCCC1)OC(=O)C1(OC2=C(O1)C=CC(=C2)C[C@@H](C)NC[C@H](O)C2=CC(=CC=C2)Cl)C(=O)OC2CCCCCCC2 (5-{(2R)-2-[(2R)-2-(3-Chloro-phenyl)-2-hydroxy-ethylamino]-propyl}-benzo[1,3]dioxole-2,2-dicarboxylic acid dicyclooctyl ester). Yield: 84.0%. RXN SMILES: [Cl:1][C:2]1[CH:3]=[C:4]([CH:8]([OH:29])[CH2:9][NH:10][CH:11]([CH3:28])[CH2:12][C:13]2[CH:27]=[CH:26][C:16]3[O:17][C:18]([C:23]([OH:25])=[O:24])([C:20]([OH:22])=[O:21])[O:19][C:15]=3[CH:14]=2)[CH:5]=[CH:6][CH:7]=1.[CH:30]1(O)[CH2:37][CH2:36][CH2:35][CH2:34][CH2:33][CH2:32][CH2:31]1>C(Cl)(Cl)Cl.CO>[CH:30]1([O:24][C:23]([C:18]2([C:20]([O:22][CH:30]3[CH2:37][CH2:36][CH2:35][CH2:34][CH2:33][CH2:32][CH2:31]3)=[O:21])[O:17][C:16]3[CH:26]=[CH:27][C:13]([CH2:12][C@H:11]([NH:10][CH2:9][C@@H:8]([C:4]4[CH:5]=[CH:6][CH:7]=[C:2]([Cl:1])[CH:3]=4)[OH:29])[CH3:28])=[CH:14][C:15]=3[O:19]2)=[O:25])[CH2:37][CH2:36][CH2:35][CH2:34][CH2:33][CH2:32][CH2:31]1 |f:2.3|. Reported procedure: The title compound was prepared as a white gum from 5-{2-[2-(3-chloro-phenyl)-2-hydroxy-ethylamino]-propyl}-benzo[1,3]dioxole-2,2-dicarboxylic acid and cyclooctanol according to the procedure of Example 1; yield 84%; Rf =0.30 (10/1 CHCl3 /MeOH); 1H NMR (300 MHz, CDCl3): δ 1.30-1.39 (brd, 3H), 1.40-1.92 (m, 28H), 2.72-2.87 (m, 1H), 3.06-3.30 (m, 2H), 3.39-3.52 (m, 2H), 3.80-3.91 (m, 1H), 5.02-5.13 (m, 1H), 5.40-5.80 (m, 1H), 6.71-6.89 (m, 4H), 7.21-7.37 (m, 2H), 7.44 (s, 1H), 8.73 (brs, 1H), 10.1... Reactants: COC([C@H]1N(CCC1)C(CC(C1=CC=CC=C1)C1=CC=CC=C1)=O)=O (N-(3,3-diphenylpropionyl)-L-proline methylester), O.[OH-].[Li+] (Lithium hydroxide monohydrate). The solvent is COCCOC (DME), O (H2O). Conditions: time 2 hour. The product is C1(=CC=CC=C1)C(CC(=O)N1[C@H](C(=O)O)CCC1)C1=CC=CC=C1 (N-(3,3-diphenylpropionyl)-L-proline). Isolated yield 95.3%. Reaction SMILES: C[O:2][C:3](=[O:25])[C@@H:4]1[CH2:8][CH2:7][CH2:6][N:5]1[C:9](=[O:24])[CH2:10][CH:11]([C:18]1[CH:23]=[CH:22][CH:21]=[CH:20][CH:19]=1)[C:12]1[CH:17]=[CH:16][CH:15]=[CH:14][CH:13]=1.O.[OH-].[Li+]>COCCOC.O>[C:18]1([CH:11]([C:12]2[CH:17]=[CH:16][CH:15]=[CH:14][CH:13]=2)[CH2:10][C:9]([N:5]2[CH2:6][CH2:7][CH2:8][C@H:4]2[C:3]([OH:25])=[O:2])=[O:24])[CH:19]=[CH:20][CH:21]=[CH:22][CH:23]=1 |f:1.2.3|. Procedure details: N-(3,3-diphenylpropionyl)-L-proline methylester (2.10 g, 6.23 mmol) was dissolved in DME (50 ml) and H2O (50 ml). Lithium hydroxide monohydrate (1.57 g, 37.39 mmol) was added and the mixture was stirred at ambient temperature for 2 hrs. The reaction mixture was concentrated to remove DME and the remaining aqueous layer was acidified with 1N HCl to pH 3. The acidic layer was washed with EtOAc (3×75 ml). Organic washes were combined, dried with Na2SO4, filtered and concentrated to give 1.92 g (94%... Reported procedure: A solution of 6-hydroxy-2-(2-naphthylmethylthio)-pyrimidine-4-carboxylic acid (2.50 g, 8.0 mmol) and 1,1-carbonyldiimidazole (1.94 g, 12 mmol) in DMF (30 ml) were stirred for 30 min, then treated with abs ethanol (8.0 ml). After 1.5 hrs of stirring, the reaction was poured onto water, stirred for 20 min, then filtered and dried to give 2.371 g (88%) of 6-hydroxy-2-(2-naphthylmethylthio)-pyrimidine-4-carboxylic acid ethyl ester. Yield: 88.0%. The solvent is CN(C)C=O (DMF). Reaction conditions: time 1.5 hour. Reactants: OC1=CC(=NC(=N1)SCC1=CC2=CC=CC=C2C=C1)C(=O)O (6-hydroxy-2-(2-naphthylmethylthio)-pyrimidine-4-carboxylic acid), 1,1-carbonyldiimidazole, C(C)O (ethanol). Yields the product C(C)OC(=O)C1=NC(=NC(=C1)O)SCC1=CC2=CC=CC=C2C=C1 (6-hydroxy-2-(2-naphthylmethylthio)-pyrimidine-4-carboxylic acid ethyl ester). RXN SMILES: [OH:1][C:2]1[N:7]=[C:6]([S:8][CH2:9][C:10]2[CH:19]=[CH:18][C:17]3[C:12](=[CH:13][CH:14]=[CH:15][CH:16]=3)[CH:11]=2)[N:5]=[C:4]([C:20]([OH:22])=[O:21])[CH:3]=1.[CH2:23](O)[CH3:24]>CN(C=O)C>[CH2:23]([O:21][C:20]([C:4]1[CH:3]=[C:2]([OH:1])[N:7]=[C:6]([S:8][CH2:9][C:10]2[CH:19]=[CH:18][C:17]3[C:12](=[CH:13][CH:14]=[CH:15][CH:16]=3)[CH:11]=2)[N:5]=1)=[O:22])[CH3:24].